This data is from the Open Reaction Database (ORD), a public repository of structured organic reaction records. The task is: describe an organic reaction: reactants, conditions, products, and yield The reactants are CCC(O)(CC)COc1ccc(C(CC)(CC)c2cc3ccc(C(=O)OC)cc3s2)cc1C, CO, Cl, [Na+], [OH-], O. Yields the product CCC(O)(CC)COc1ccc(C(CC)(CC)c2cc3ccc(C(=O)O)cc3s2)cc1C. RXN SMILES: [CH3:1][O:2][C:3](=[O:4])[c:5]1[cH:6][cH:7][c:8]2[c:9]([s:10][c:11]([C:13]([CH2:14][CH3:15])([c:16]3[cH:17][c:18]([CH3:30])[c:19]([O:22][CH2:23][C:24]([CH2:25][CH3:26])([OH:27])[CH2:28][CH3:29])[cH:20][cH:21]3)[CH2:31][CH3:32])[cH:12]2)[cH:33]1.[CH3:37][OH:38].[ClH:36].[Na+:35].[OH-:34].[OH2:39]>>[O:2]=[C:3]([OH:4])[c:5]1[cH:6][cH:7][c:8]2[c:9]([s:10][c:11]([C:13]([CH2:14][CH3:15])([c:16]3[cH:17][c:18]([CH3:30])[c:19]([O:22][CH2:23][C:24]([CH2:25][CH3:26])([OH:27])[CH2:28][CH3:29])[cH:20][cH:21]3)[CH2:31][CH3:32])[cH:12]2)[cH:33]1.